From a dataset of the Open Reaction Database (ORD), a public repository of structured organic reaction records. describe an organic reaction: reactants, conditions, products, and yield Starting materials: Cl (HCl), BrCC1=C(C#N)C(=CC(=C1)Cl)Cl (2-(bromomethyl)-4,6-dichlorobenzonitrile), C(C)(=O)OCCO (2-hydroxyethyl acetate), [H-].[Na+] (NaH). The solvent is C1CCOC1 (THF). Run at time 8 hour. Product: C(C)(=O)OCCOCC1=C(C(=CC(=C1)Cl)Cl)C#N (2-((3,5-dichloro-2-cyanobenzyl)oxy)ethyl acetate). Reaction SMILES: Br[CH2:2][C:3]1[CH:10]=[C:9]([Cl:11])[CH:8]=[C:7]([Cl:12])[C:4]=1[C:5]#[N:6].[C:13]([O:16][CH2:17][CH2:18][OH:19])(=[O:15])[CH3:14].[H-].[Na+].Cl>C1COCC1>[C:13]([O:16][CH2:17][CH2:18][O:19][CH2:2][C:3]1[CH:10]=[C:9]([Cl:11])[CH:8]=[C:7]([Cl:12])[C:4]=1[C:5]#[N:6])(=[O:15])[CH3:14] |f:2.3|. Procedure: To a soln. of 2-(bromomethyl)-4,6-dichlorobenzonitrile (1.3 mmol) (A.2.2.1.) and 2-hydroxyethyl acetate (1.43 mmol) in 7 mL THF was added NaH (1.95 mmol, 60% suspension in oil). The reaction mixture was stirred at RT overnight and then poured into a 1M HCl soln. The mixture was extracted twice with EtOAc. The comb. org. layers were washed with brine, dried over MgSO4 and conc. in vacuo. Purification with CC (0-25% EtOAc/Hept) gives the desired compound as orange oil. Reactants: BrCCCc1ccccc1, CN(C)C=O, [H-], [Na+], O, CCOC(=O)CCc1ccc(O)cc1. Product: CCOC(=O)CCc1ccc(OCCCc2ccccc2)cc1. As a reaction SMILES: [Br:17][CH2:18][CH2:19][CH2:20][c:21]1[cH:22][cH:23][cH:24][cH:25][cH:26]1.[CH3:28][N:29]([CH3:30])[CH:31]=[O:32].[H-:15].[Na+:16].[OH2:27].[OH:1][c:2]1[cH:3][cH:4][c:5]([CH2:8][CH2:9][C:10](=[O:11])[O:12][CH2:13][CH3:14])[cH:6][cH:7]1>>[O:1]([c:2]1[cH:3][cH:4][c:5]([CH2:8][CH2:9][C:10](=[O:11])[O:12][CH2:13][CH3:14])[cH:6][cH:7]1)[CH2:18][CH2:19][CH2:20][c:21]1[cH:22][cH:23][cH:24][cH:25][cH:26]1. Reactants: C[Si](C)(C)[N-][Si](C)(C)C, CSc1nc(Cl)c2c(n1)CCN(C(=O)OC(C)(C)C)C2, [Na+], C1CCOC1, Oc1ccc(Cl)cc1Cl. Yields the product CSc1nc2c(c(Oc3ccc(Cl)cc3Cl)n1)CN(C(=O)OC(C)(C)C)CC2. RXN SMILES: [CH3:30][Si:31]([N-:32][Si:33]([CH3:34])([CH3:35])[CH3:36])([CH3:37])[CH3:38].[Cl:1][c:2]1[c:3]2[c:4]([n:5][c:6]([S:8][CH3:9])[n:7]1)[CH2:10][CH2:11][N:12]([C:14](=[O:15])[O:16][C:17]([CH3:18])([CH3:19])[CH3:20])[CH2:13]2.[Na+:39].[O:40]1[CH2:41][CH2:42][CH2:43][CH2:44]1.[OH:21][c:22]1[cH:23][cH:24][c:25]([Cl:26])[cH:27][c:28]1[Cl:29]>>[c:2]1([O:21][c:22]2[cH:23][cH:24][c:25]([Cl:26])[cH:27][c:28]2[Cl:29])[c:3]2[c:4]([n:5][c:6]([S:8][CH3:9])[n:7]1)[CH2:10][CH2:11][N:12]([C:14](=[O:15])[O:16][C:17]([CH3:18])([CH3:19])[CH3:20])[CH2:13]2. The reactants are COC[C@H]1C[C@H](N(C1)C(=O)OC(C)(C)C)C(=O)OCC(C=1C=CC2=C(COC=3C=C4C(=CC23)CCCC4=O)C1)=O ((2S,4S)-1-tert-Butyl 2-(2-oxo-2-(8-oxo-8,9,10,11-tetrahydro-5H-dibenzo[c,g]chromen-3-yl)ethyl) 4-(methoxymethyl)pyrrolidine-1,2-dicarboxylate), [Br-].[Br-].[Br-].[NH+]1=CC=CC=C1.[NH+]1=CC=CC=C1.[NH+]1=CC=CC=C1 (pyridinium tribromide). The solvent is C(Cl)Cl (DCM), C(Cl)Cl (DCM), CO (MeOH). Reaction conditions: time 1.75 hour. Yields the product COC[C@H]1C[C@H](N(C1)C(=O)OC(C)(C)C)C(=O)OCC(=O)C=1C=CC2=C(COC=3C=C4C(=CC23)CCC(C4=O)Br)C1 ((2S,4S)-2-(2-(9-Bromo-8-oxo-8,9,10,11-tetrahydro-5H-dibenzo[c,g]chromen-3-yl)-2-oxoethyl) 1-tert-butyl 4-(methoxymethyl)pyrrolidine-1,2-dicarboxylate). RXN SMILES: [CH3:1][O:2][CH2:3][C@@H:4]1[CH2:8][N:7]([C:9]([O:11][C:12]([CH3:15])([CH3:14])[CH3:13])=[O:10])[C@H:6]([C:16]([O:18][CH2:19][C:20](=[O:40])[C:21]2[CH:22]=[CH:23][C:24]3[C:33]4[CH:32]=[C:31]5[CH2:34][CH2:35][CH2:36][C:37](=[O:38])[C:30]5=[CH:29][C:28]=4[O:27][CH2:26][C:25]=3[CH:39]=2)=[O:17])[CH2:5]1.[Br-:41].[Br-].[Br-].[NH+]1C=CC=CC=1.[NH+]1C=CC=CC=1.[NH+]1C=CC=CC=1>C(Cl)Cl.CO>[CH3:1][O:2][CH2:3][C@@H:4]1[CH2:8][N:7]([C:9]([O:11][C:12]([CH3:15])([CH3:13])[CH3:14])=[O:10])[C@H:6]([C:16]([O:18][CH2:19][C:20]([C:21]2[CH:22]=[CH:23][C:24]3[C:33]4[CH:32]=[C:31]5[CH2:34][CH2:35][CH:36]([Br:41])[C:37](=[O:38])[C:30]5=[CH:29][C:28]=4[O:27][CH2:26][C:25]=3[CH:39]=2)=[O:40])=[O:17])[CH2:5]1 |f:1.2.3.4.5.6|. Reported procedure: (2S,4S)-1-tert-Butyl 2-(2-oxo-2-(8-oxo-8,9,10,11-tetrahydro-5H-dibenzo[c,g]chromen-3-yl)ethyl) 4-(methoxymethyl)pyrrolidine-1,2-dicarboxylate (7.66 g, 13.9 mmol) was dissolved in a solution of DCM (100 mL) and MeOH (40 mL), then treated with pyridinium tribromide (4.90 g, 15.3 mmol). After stirring at RT for 1.75 h, the reaction mixture was diluted with DCM and washed successively with 10% HCl, saturated aqueous NaHCO3 and brine. The organic phase was dried over MgSO4, filtered and concentrated ... Starting materials: O=C([O-])[O-], COC(=O)c1cccc(I)c1C(=O)OC, Cc1ccccc1, CC(C)c1ccc(N)cc1, ClCCl, [Cs+], [Cs+], O=C(C=Cc1ccccc1)C=Cc1ccccc1, O=C(C=Cc1ccccc1)C=Cc1ccccc1, O=C(C=Cc1ccccc1)C=Cc1ccccc1, [Pd], [Pd]. Yields the product COC(=O)c1cccc(Nc2ccc(C(C)C)cc2)c1C(=O)OC. As a reaction SMILES: [C:26](=[O:27])([O-:28])[O-:29].[CH3:1][O:2][C:3]([c:4]1[c:5]([C:6](=[O:7])[O:8][CH3:9])[c:10]([I:14])[cH:11][cH:12][cH:13]1)=[O:15].[CH3:32][c:33]1[cH:34][cH:35][cH:36][cH:37][cH:38]1.[CH:16]([CH3:17])([CH3:18])[c:19]1[cH:20][cH:21][c:22]([NH2:23])[cH:24][cH:25]1.[Cl:39][CH2:40][Cl:41].[Cs+:30].[Cs+:31].[O:44]=[C:45]([CH:46]=[CH:47][c:48]1[cH:49][cH:50][cH:51][cH:52][cH:53]1)[CH:54]=[CH:55][c:56]1[cH:57][cH:58][cH:59][cH:60][cH:61]1.[O:62]=[C:63]([CH:64]=[CH:65][c:66]1[cH:67][cH:68][cH:69][cH:70][cH:71]1)[CH:72]=[CH:73][c:74]1[cH:75][cH:76][cH:77][cH:78][cH:79]1.[O:80]=[C:81]([CH:82]=[CH:83][c:84]1[cH:85][cH:86][cH:87][cH:88][cH:89]1)[CH:90]=[CH:91][c:92]1[cH:93][cH:94][cH:95][cH:96][cH:97]1.[Pd:42].[Pd:43]>>[CH3:1][O:2][C:3]([c:4]1[c:5]([C:6](=[O:7])[O:8][CH3:9])[c:10]([NH:23][c:22]2[cH:21][cH:20][c:19]([CH:16]([CH3:17])[CH3:18])[cH:25][cH:24]2)[cH:11][cH:12][cH:13]1)=[O:15]. Starting materials: CC1CC2C3CCC4=CC(=O)CCC4=C3C(c3ccc(Br)cc3)CC2(C)C1C(=O)C1CC1, CCCC[Sn](CCCC)(CCCC)c1cnccn1. The product is CC1CC2C3CCC4=CC(=O)CCC4=C3C(c3ccc(-c4cnccn4)cc3)CC2(C)C1C(=O)C1CC1. RXN SMILES: [Br:1][c:2]1[cH:3][cH:4][c:5]([CH:8]2[C:9]3=[C:10]4[CH2:11][CH2:12][C:13](=[O:32])[CH:14]=[C:15]4[CH2:16][CH2:17][CH:18]3[CH:19]3[CH2:20][CH:21]([CH3:31])[CH:22]([C:26](=[O:27])[CH:28]4[CH2:29][CH2:30]4)[C:23]3([CH3:24])[CH2:25]2)[cH:6][cH:7]1.[CH2:33]([Sn:34]([CH2:35][CH2:36][CH2:37][CH3:44])([c:38]1[n:39][cH:40][cH:41][n:42][cH:43]1)[CH2:45][CH2:46][CH2:47][CH3:48])[CH2:49][CH2:50][CH3:51]>>[c:2]1(-[c:38]2[n:39][cH:40][cH:41][n:42][cH:43]2)[cH:3][cH:4][c:5]([CH:8]2[C:9]3=[C:10]4[CH2:11][CH2:12][C:13](=[O:32])[CH:14]=[C:15]4[CH2:16][CH2:17][CH:18]3[CH:19]3[CH2:20][CH:21]([CH3:31])[CH:22]([C:26](=[O:27])[CH:28]4[CH2:29][CH2:30]4)[C:23]3([CH3:24])[CH2:25]2)[cH:6][cH:7]1. Reactants: N#Cc1ccc(F)c(F)c1, [K+], [K+], O=C([O-])[O-], OCc1cccc2c(O)cccc12. The product is N#Cc1ccc(Oc2cccc3c(CO)cccc23)c(F)c1. RXN SMILES: [F:14][c:15]1[cH:16][c:17]([C:18]#[N:19])[cH:20][cH:21][c:22]1[F:23].[K+:24].[K+:25].[O-:26][C:27]([O-:28])=[O:29].[OH:1][CH2:2][c:3]1[c:4]2[cH:5][cH:6][cH:7][c:8]([OH:13])[c:9]2[cH:10][cH:11][cH:12]1>>[OH:1][CH2:2][c:3]1[c:4]2[cH:5][cH:6][cH:7][c:8]([O:13][c:22]3[c:15]([F:14])[cH:16][c:17]([C:18]#[N:19])[cH:20][cH:21]3)[c:9]2[cH:10][cH:11][cH:12]1. Reactants: BrB(Br)Br, ClCCl, COc1ccc2c(c1)C(C(=O)N(Cc1ccc(N(C)C)cc1)c1ccc(C(C)C)cc1)CCC2. The product is CC(C)c1ccc(N(Cc2ccc(N(C)C)cc2)C(=O)C2CCCc3ccc(O)cc32)cc1. As a reaction SMILES: [B:35]([Br:36])([Br:37])[Br:38].[CH2:39]([Cl:40])[Cl:41].[CH3:1][N:2]([c:3]1[cH:4][cH:5][c:6]([CH2:9][N:10]([C:11](=[O:12])[CH:13]2[CH2:14][CH2:15][CH2:16][c:17]3[cH:18][cH:19][c:20]([O:23][CH3:24])[cH:21][c:22]32)[c:25]2[cH:26][cH:27][c:28]([CH:31]([CH3:32])[CH3:33])[cH:29][cH:30]2)[cH:7][cH:8]1)[CH3:34]>>[CH3:1][N:2]([c:3]1[cH:4][cH:5][c:6]([CH2:9][N:10]([C:11](=[O:12])[CH:13]2[CH2:14][CH2:15][CH2:16][c:17]3[cH:18][cH:19][c:20]([OH:23])[cH:21][c:22]32)[c:25]2[cH:26][cH:27][c:28]([CH:31]([CH3:32])[CH3:33])[cH:29][cH:30]2)[cH:7][cH:8]1)[CH3:34]. The reactants are CCN1CCNCC1, CSC1=Nc2ccccc2Nc2cscc21, CC(=O)O. The product is CCN1CCN(C2=Nc3ccccc3Nc3cscc32)CC1. As a reaction SMILES: [CH2:17]([CH3:18])[N:19]1[CH2:20][CH2:21][NH:22][CH2:23][CH2:24]1.[CH3:1][S:2][C:3]1=[N:9][c:8]2[c:7]([cH:13][cH:12][cH:11][cH:10]2)[NH:6][c:5]2[c:4]1[cH:16][s:15][cH:14]2.[CH3:25][C:26](=[O:27])[OH:28]>>[C:3]1([N:22]2[CH2:21][CH2:20][N:19]([CH2:17][CH3:18])[CH2:24][CH2:23]2)=[N:9][c:8]2[c:7]([cH:13][cH:12][cH:11][cH:10]2)[NH:6][c:5]2[c:4]1[cH:16][s:15][cH:14]2. Reactants: CCCCP(CCCC)CCCC, Cc1sc(-c2ccccc2)nc1COc1cc(CO)on1, O=C(N=NC(=O)N1CCCCC1)N1CCCCC1, C1CCOC1, COC(=O)Cc1ccccc1O. Yields the product COC(=O)Cc1ccccc1OCc1cc(OCc2nc(-c3ccccc3)sc2C)no1. Reaction SMILES: [CH2:34]([P:35]([CH2:36][CH2:37][CH2:38][CH3:39])[CH2:40][CH2:41][CH2:42][CH3:43])[CH2:44][CH2:45][CH3:46].[CH3:1][c:2]1[c:3]([CH2:13][O:14][c:15]2[n:16][o:17][c:18]([CH2:20][OH:21])[cH:19]2)[n:4][c:5](-[c:7]2[cH:8][cH:9][cH:10][cH:11][cH:12]2)[s:6]1.[N:47]([C:48]([N:49]1[CH2:50][CH2:51][CH2:52][CH2:53][CH2:54]1)=[O:55])=[N:56][C:57]([N:58]1[CH2:59][CH2:60][CH2:61][CH2:62][CH2:63]1)=[O:64].[O:65]1[CH2:66][CH2:67][CH2:68][CH2:69]1.[OH:22][c:23]1[c:24]([CH2:29][C:30](=[O:31])[O:32][CH3:33])[cH:25][cH:26][cH:27][cH:28]1>>[CH3:1][c:2]1[c:3]([CH2:13][O:14][c:15]2[n:16][o:17][c:18]([CH2:20][O:21][c:23]3[c:24]([CH2:29][C:30](=[O:31])[O:32][CH3:33])[cH:25][cH:26][cH:27][cH:28]3)[cH:19]2)[n:4][c:5](-[c:7]2[cH:8][cH:9][cH:10][cH:11][cH:12]2)[s:6]1.